This data is from the Open Reaction Database (ORD), a public repository of structured organic reaction records. The task is: describe an organic reaction: reactants, conditions, products, and yield Procedure: A mixture of methyl 5-methyl-2-nitrobenzoate (5.5 g, 30 mmol), N-bromosuccinimide (NBS, 5.87 g, 33 mmol), and azobisisobutyronitrile (AlBN, 200 mg) in carbon tetrachloride (60 mL) was refluxed for 3 h. The insoluble material formed was removed by filtration and the filtrate was concentrated. The residue was dissolved in DMF (10 mL) and sodium azide (2.92 g, 45 mmol) was added. The mixture was stirred for 2 h at 50° C., poured into brine, and extracted with a 1:1 mixture of toluene and ethyl acet... The product is N(=[N+]=[N-])CC=1C=CC(=C(C(=O)OC)C1)[N+](=O)[O-] (Methyl 5-azidomethyl-2-nitrobenzoate). Reagents/catalysts: N(=NC(C#N)(C)C)C(C#N)(C)C (azobisisobutyronitrile). The solvent is [Cl-].[Na+].O (brine), C(Cl)(Cl)(Cl)Cl (carbon tetrachloride). Reactants: CC=1C=CC(=C(C(=O)OC)C1)[N+](=O)[O-] (methyl 5-methyl-2-nitrobenzoate), BrN1C(CCC1=O)=O (N-bromosuccinimide), [N-]=[N+]=[N-].[Na+] (sodium azide). Conditions: temperature 50 celsius, time 2 hour. The yield is 56.0%. RXN SMILES: [CH3:1][C:2]1[CH:3]=[CH:4][C:5]([N+:12]([O-:14])=[O:13])=[C:6]([CH:11]=1)[C:7]([O:9][CH3:10])=[O:8].BrN1C(=O)CCC1=O.[N-:23]=[N+:24]=[N-:25].[Na+]>C(Cl)(Cl)(Cl)Cl.[Cl-].[Na+].O.N(C(C)(C)C#N)=NC(C)(C)C#N>[N:23]([CH2:1][C:2]1[CH:3]=[CH:4][C:5]([N+:12]([O-:14])=[O:13])=[C:6]([CH:11]=1)[C:7]([O:9][CH3:10])=[O:8])=[N+:24]=[N-:25] |f:2.3,5.6.7|. The reactants are CCOC(=O)CCCCCBr, [K+], [K+], O=C([O-])[O-], CN(C)C=O, O=Cc1ccc(O)cc1. Product: CCOC(=O)CCCCCOc1ccc(C=O)cc1. Reaction SMILES: [CH2:10]([CH3:11])[O:12][C:13]([CH2:14][CH2:15][CH2:16][CH2:17][CH2:18][Br:19])=[O:20].[K+:21].[K+:22].[O-:23][C:24]([O-:25])=[O:26].[O:27]=[CH:28][N:29]([CH3:30])[CH3:31].[OH:1][c:2]1[cH:3][cH:4][c:5]([CH:6]=[O:7])[cH:8][cH:9]1>>[O:1]([c:2]1[cH:3][cH:4][c:5]([CH:6]=[O:7])[cH:8][cH:9]1)[CH2:18][CH2:17][CH2:16][CH2:15][CH2:14][C:13]([O:12][CH2:10][CH3:11])=[O:20]. The solvent is CN(C=O)C (dimethylformamide), CN(C=O)C (dimethylformamide). The reactants are BrC1=CC=C(C(=O)C2=CC=C(C=C2)Br)C=C1 (4,4'-dibromobenzophenone), C(C)(C)C1=CC=C(C=C1)O (4-isopropylphenol), [H-].[Na+] (sodium hydride). Reaction SMILES: [CH:1]([C:4]1[CH:9]=[CH:8][C:7]([OH:10])=[CH:6][CH:5]=1)([CH3:3])[CH3:2].[H-].[Na+].Br[C:14]1[CH:28]=[CH:27][C:17]([C:18]([C:20]2[CH:25]=[CH:24][C:23](Br)=[CH:22][CH:21]=2)=[O:19])=[CH:16][CH:15]=1>CN(C)C=O.[Cu]>[CH:1]([C:4]1[CH:9]=[CH:8][C:7]([O:10][C:14]2[CH:28]=[CH:27][C:17]([C:18]([C:20]3[CH:25]=[CH:24][C:23]([O:10][C:7]4[CH:8]=[CH:9][C:4]([CH:1]([CH3:3])[CH3:2])=[CH:5][CH:6]=4)=[CH:22][CH:21]=3)=[O:19])=[CH:16][CH:15]=2)=[CH:6][CH:5]=1)([CH3:3])[CH3:2] |f:1.2|. Procedure details: To a solution of 4-isopropylphenol (20.4 g.) in 30 ml of dimethylformamide was added slowly a slurry of sodium hydride, 60% in mineral oil (6.0 g.) in 150 ml of dimethylformamide. When the reaction was complete, 8.5 g. of 4,4'-dibromobenzophenone and 1.0 g. dendritic copper powder were added and the reaction mixture heated to reflux and held at reflux for 24 hours. The solvent was removed under vacuum and the residue poured into ice-water. The crude product was recrystallized from ethanol to giv... The product is C(C)(C)C1=CC=C(OC2=CC=C(C(=O)C3=CC=C(C=C3)OC3=CC=C(C=C3)C(C)C)C=C2)C=C1 (4,4'-bis(4-Isopropylphenoxy)benzophenone). Reagents/catalysts: [Cu] (copper). The reactants are Cl (hydrochloric acid), ClC(Cl)(OC(OC(Cl)(Cl)Cl)=O)Cl (triphosgene), ClC=1C=C(C=C(C1)F)OC1=CC=C(N)C=C1 (4-[(3-chloro-5-fluorophenyl)oxy]aniline), ClC=1C=C(C=C(C1)F)OC1=CC=C(N)C=C1 (4-[(3-chloro-5-fluorophenyl)oxy]aniline), N[C@H](C)C(=O)O (D-alanine), Cl (HCl). The solvent is C1(=CC=CC=C1)C (toluene), C1(=CC=CC=C1)C (toluene), C(C)N(CC)CC (triethylamine), CN(C=O)C (N,N-dimethylformamide), O (water). Reaction conditions: temperature 100 celsius, time 8 hour. Yields the product ClC=1C=C(C=C(C1)F)OC1=CC=C(C=C1)N1C(N[C@@H](C1=O)C)=O ((5R)-3-{4-[(3-chloro-5-fluorophenyl)oxy]phenyl}-5-methyl-2,4-imidazolidinedione). Isolated yield 11.8%. Reaction SMILES: ClC(Cl)(O[C:5](=[O:11])OC(Cl)(Cl)Cl)Cl.[Cl:13][C:14]1[CH:15]=[C:16]([O:21][C:22]2[CH:28]=[CH:27][C:25]([NH2:26])=[CH:24][CH:23]=2)[CH:17]=[C:18]([F:20])[CH:19]=1.[NH2:29][C@@H:30]([C:32](O)=[O:33])[CH3:31].Cl>C1(C)C=CC=CC=1.CN(C)C=O.O.C(N(CC)CC)C>[Cl:13][C:14]1[CH:15]=[C:16]([O:21][C:22]2[CH:28]=[CH:27][C:25]([N:26]3[C:32](=[O:33])[C@@H:30]([CH3:31])[NH:29][C:5]3=[O:11])=[CH:24][CH:23]=2)[CH:17]=[C:18]([F:20])[CH:19]=1. Reported procedure: To triphosgene (0.052 g, 0.177 mmol) was added a solution of 4-[(3-chloro-5-fluorophenyl)oxy]aniline (Intermediate 6, 0.12 g) in toluene (1 mL) and triethylamine (0.16 g) with shaking. A thick slurry immediately formed and additional toluene (1 mL) was added. The mixture was stirred for 3 hours at room temperature and then D-alanine (0.067 g, 0.757 mmol) in N,N-dimethylformamide (2 mL) and water (ca. 2 mL) (barely dissolved) was rapidly added via pipette. A two-layer system formed that was vigor... Reactants: COC1=CC=CC=2N=C(SC21)C(F)(F)F (7-methoxy-2-(trifluoromethyl)-1,3-benzothiazole), BrC1=C(C=CC=C1OC)NC(C(F)(F)F)=S (N-(2-bromo-3-methoxyphenyl)-2,2,2-trifluoroethanethioamide), N1=CC=CC2=CC=C3C=CC=NC3=C12 (1,10-phenanthroline), C([O-])([O-])=O.[Cs+].[Cs+] (cesium carbonate). Reagents/catalysts: [Cu](I)I (copper iodide). The solvent is COCCOC (1,2-dimethoxyethane). Conditions: temperature 80 celsius. Yields the product FC(C=1SC2=C(N1)C=CC=C2O)(F)F (2-(Trifluoromethyl)-1,3-benzothiazol-7-ol). As a reaction SMILES: C[O:2][C:3]1[C:11]2[S:10][C:9]([C:12]([F:15])([F:14])[F:13])=[N:8][C:7]=2[CH:6]=[CH:5][CH:4]=1.BrC1C(OC)=CC=CC=1NC(=S)C(F)(F)F.N1C2C(=CC=C3C=2N=CC=C3)C=CC=1.C(=O)([O-])[O-].[Cs+].[Cs+]>COCCOC.[Cu](I)I>[F:15][C:12]([F:13])([F:14])[C:9]1[S:10][C:11]2[C:3]([OH:2])=[CH:4][CH:5]=[CH:6][C:7]=2[N:8]=1 |f:3.4.5|. Procedure details: Synthesis of 7-methoxy-2-(trifluoromethyl)-1,3-benzothiazole (C26). To a solution of N-(2-bromo-3-methoxyphenyl)-2,2,2-trifluoroethanethioamide (C25) (748 mg, 2.38 mmol) in 1,2-dimethoxyethane (11.9 mL) was added 1,10-phenanthroline (88.4 mg, 0.48 mmol), cesium carbonate (1.55 g, 4.76 mmol), and copper iodide (45.3 mg, 0.24 mmol). Nitrogen was bubbled through the reaction for 30 minutes and the reaction was heated to 80° C. for 48 hours. The mixture was cooled to room temperature, filtered and c... Yields the product COc1cc2nccc(Oc3cc4cccnc4nc3-c3ccc(C)cc3)c2cc1OC. RXN SMILES: [CH3:35][N:36]([CH3:37])[c:38]1[cH:39][cH:40][n:41][cH:42][cH:43]1.[Cl:19][c:20]1[cH:21][cH:22][n:23][c:24]2[cH:25][c:26]([O:32][CH3:33])[c:27]([O:30][CH3:31])[cH:28][c:29]12.[Cl:44][c:45]1[cH:46][cH:47][cH:48][cH:49][c:50]1[Cl:51].[OH2:34].[c:1]1([CH3:18])[cH:2][cH:3][c:4](-[c:7]2[n:8][c:9]3[n:10][cH:11][cH:12][cH:13][c:14]3[cH:15][c:16]2[OH:17])[cH:5][cH:6]1>>[c:1]1([CH3:18])[cH:2][cH:3][c:4](-[c:7]2[n:8][c:9]3[n:10][cH:11][cH:12][cH:13][c:14]3[cH:15][c:16]2[O:17][c:20]2[cH:21][cH:22][n:23][c:24]3[cH:25][c:26]([O:32][CH3:33])[c:27]([O:30][CH3:31])[cH:28][c:29]23)[cH:5][cH:6]1. Reactants: CN(C)c1ccncc1, COc1cc2nccc(Cl)c2cc1OC, Clc1ccccc1Cl, O, Cc1ccc(-c2nc3ncccc3cc2O)cc1.